Dataset: the Open Reaction Database (ORD), a public repository of structured organic reaction records. Task: describe an organic reaction: reactants, conditions, products, and yield Starting materials: Intermediate I, C1(=C(C=CC=C1)CN)C (o-tolylmethanamine), BrC=1C=CC=2N(C1)C=C(N2)C(=O)OCC (ethyl 6-bromoimidazo[1,2-a]pyridine-2-carboxylate). The product is BrC=1C=CC=2N(C1)C=C(N2)C(=O)NCC2=C(C=CC=C2)C (6-Bromo-N-(2-methylbenzyl)imidazo[1,2-a]pyridine-2-carboxamide). Reaction SMILES: [C:1]1([CH3:9])[CH:6]=[CH:5][CH:4]=[CH:3][C:2]=1[CH2:7][NH2:8].[Br:10][C:11]1[CH:12]=[CH:13][C:14]2[N:15]([CH:17]=[C:18]([C:20](OCC)=[O:21])[N:19]=2)[CH:16]=1>>[Br:10][C:11]1[CH:12]=[CH:13][C:14]2[N:15]([CH:17]=[C:18]([C:20]([NH:8][CH2:7][C:2]3[CH:3]=[CH:4][CH:5]=[CH:6][C:1]=3[CH3:9])=[O:21])[N:19]=2)[CH:16]=1. Procedure: The title compound was prepared by using procedures analogous to those described for the synthesis of Intermediate I, using o-tolylmethanamine and ethyl 6-bromoimidazo[1,2-a]pyridine-2-carboxylate as starting materials. Run in CO (MeOH), C(C)N(CC)CC (triethylamine). Product: ClC=1C=CC2=C(N(C=N2)CCO)C1F (2-(6-chloro-7-fluoro-1H-benzimidazol-1-yl)ethanol). Reaction SMILES: C([O:3][CH2:4][CH2:5][N:6]1[C:10]2[C:11]([F:16])=[C:12]([Cl:15])[CH:13]=[CH:14][C:9]=2[N:8]=[CH:7]1)=O>CO.C(N(CC)CC)C>[Cl:15][C:12]1[CH:13]=[CH:14][C:9]2[N:8]=[CH:7][N:6]([CH2:5][CH2:4][OH:3])[C:10]=2[C:11]=1[F:16]. Run at time 18 hour. Starting materials: C(=O)OCCN1C=NC2=C1C(=C(C=C2)Cl)F (2-(6-Chloro-7-fluoro-1H-benzimidazol-1-yl)ethyl formate). Isolated yield 97.7%. Reported procedure: 2-(6-Chloro-7-fluoro-1H-benzimidazol-1-yl)ethyl formate (1.1 g, 4.53 mmol) is dissolved in MeOH (50.0 mL) with triethylamine (5.0 mL) and stirred at room temperature 18 hours. The reaction mixture is then concentrated to provide the expected product 2-(6-chloro-7-fluoro-1H-benzimidazol-1-yl)ethanol (0.95 g, 98%) as a white powder. 1H NMR (400 MHz, METHANOL-D4) δ ppm 3.90 (t, J=4.69 Hz, 2H) 4.47 (t, J=5.08 Hz, 2H) 7.30 (dd, J=8.79, 6.84 Hz, 1H) 7.45 (dd, J=8.59, 0.78 Hz, 1H) 8.16-8.19 (m, 1H)